From a dataset of the Open Reaction Database (ORD), a public repository of structured organic reaction records. describe an organic reaction: reactants, conditions, products, and yield The reactants are CO, COc1cc([N+](=O)[O-])ccc1-n1cnc(C)n1. Yields the product COc1cc(N)ccc1-n1cnc(C)n1. Reaction SMILES: [CH3:18][OH:19].[CH3:1][O:2][c:3]1[c:4](-[n:12]2[n:13][c:14]([CH3:17])[n:15][cH:16]2)[cH:5][cH:6][c:7]([N+:9]([O-:10])=[O:11])[cH:8]1>>[CH3:1][O:2][c:3]1[c:4](-[n:12]2[n:13][c:14]([CH3:17])[n:15][cH:16]2)[cH:5][cH:6][c:7]([NH2:9])[cH:8]1.